This data is from the Open Reaction Database (ORD), a public repository of structured organic reaction records. The task is: describe an organic reaction: reactants, conditions, products, and yield Starting materials: COC(=O)C1CC(OS(=O)(=O)c2ccc(Br)cc2)CN1C(=O)OC(C)(C)C, O=c1cc(-c2ccccc2)[nH]c2ccc(Br)cc12, O=C([O-])[O-], CN1CCCC1, [Cs+], [Cs+], O. Product: COC(=O)C1CC(Oc2cc(-c3ccccc3)nc3ccc(Br)cc23)CN1C(=O)OC(C)(C)C. Reaction SMILES: [Br:1][c:2]1[cH:3][cH:4][c:5]([S:6](=[O:7])(=[O:8])[O:11][CH:12]2[CH2:13][CH:14]([C:24](=[O:25])[O:26][CH3:27])[N:15]([C:17](=[O:18])[O:19][C:20]([CH3:21])([CH3:22])[CH3:23])[CH2:16]2)[cH:9][cH:10]1.[Br:28][c:29]1[cH:30][c:31]2[c:32](=[O:45])[cH:33][c:34](-[c:39]3[cH:40][cH:41][cH:42][cH:43][cH:44]3)[nH:35][c:36]2[cH:37][cH:38]1.[C:46](=[O:47])([O-:48])[O-:49].[CH3:53][N:54]1[CH2:55][CH2:56][CH2:57][CH2:58]1.[Cs+:50].[Cs+:51].[OH2:52]>>[O:11]([CH:12]1[CH2:13][CH:14]([C:24](=[O:25])[O:26][CH3:27])[N:15]([C:17](=[O:18])[O:19][C:20]([CH3:21])([CH3:22])[CH3:23])[CH2:16]1)[c:32]1[c:31]2[cH:30][c:29]([Br:28])[cH:38][cH:37][c:36]2[n:35][c:34](-[c:39]2[cH:40][cH:41][cH:42][cH:43][cH:44]2)[cH:33]1.